This data is from the Open Reaction Database (ORD), a public repository of structured organic reaction records. The task is: describe an organic reaction: reactants, conditions, products, and yield Starting materials: NC1=C(C(=O)C2=CC=CC=C2)C=CC(=C1)C (2-amino-4-methylbenzophenone), CC(=O)C (acetone), [BH4-].[Na+] (sodium borohydride). Run in C(C)(=O)O (acetic acid). Conditions: temperature 20 celsius. Yields the product C(C)(C)NC1=C(C(=O)C2=CC=CC=C2)C=CC(=C1)C (2-(N-isopropylamino)-4-methylbenzophenone). Yield: 99.0%. RXN SMILES: [NH2:1][C:2]1[CH:15]=[C:14]([CH3:16])[CH:13]=[CH:12][C:3]=1[C:4]([C:6]1[CH:11]=[CH:10][CH:9]=[CH:8][CH:7]=1)=[O:5].[CH3:17][C:18]([CH3:20])=O.[BH4-].[Na+]>C(O)(=O)C>[CH:18]([NH:1][C:2]1[CH:15]=[C:14]([CH3:16])[CH:13]=[CH:12][C:3]=1[C:4]([C:6]1[CH:11]=[CH:10][CH:9]=[CH:8][CH:7]=1)=[O:5])([CH3:20])[CH3:17] |f:2.3|. Procedure details: To a solution of 21.1 gms. of 2-amino-4-methylbenzophenone in 100 mls. of acetone is added 100 mls. of glacial acetic acid. The solution is cooled to 20° C. With stirring, and by portionwise addition, 10 gms. of sodium borohydride is added to the solution over a period of 70 minutes. After the addition, the solution is stirred for an additional 20 minutes at 20° C., and extracted with 100 mls. of chloroform and 50 mls. of water. The aqueous phase is extracted twice using 50 mls. of chloroform ea...